Dataset: the Open Reaction Database (ORD), a public repository of structured organic reaction records. Task: describe an organic reaction: reactants, conditions, products, and yield The reactants are ClCC(=O)NC=1SC=2C(N1)=CC=1N=C(SC1C2)NC(CCl)=O (2,6-bis-(chloroacetyl-amino)benzo[1,2-d:5,4-d']bisthiazole), C(C)C1NCCCC1 (2-ethyl-piperidine). Solvent: O1CCOCC1 (dioxane). Yields the product C(C)C1N(CCCC1)N(C=1SC=2C(N1)=CC=1N=C(SC1C2)N(C(C)=O)N2C(CCCC2)CC)C(C)=O (2,6-Bis-(2-ethylpiperidino-acetylamino)-benzo[1,2-d:5,4-d']bisthiazole), NC=1SC=2C(N1)=CC=1N=C(SC1C2)N(C(C)=O)N2C(CCCC2)CC (2-Amino-6-(2-ethylpiperidino-acetylamino)-benzo[1,2-d:5,4-d']bisthiazole). Yield: 37.0%. Reaction SMILES: Cl[CH2:2][C:3]([NH:5][C:6]1[S:7][C:8]2[C:9](=[CH:11][C:12]3[N:13]=[C:14]([NH:18][C:19](=[O:22])[CH2:20]Cl)[S:15][C:16]=3[CH:17]=2)[N:10]=1)=[O:4].[CH2:23]([CH:25]1[CH2:30][CH2:29][CH2:28][CH2:27][NH:26]1)[CH3:24]>O1CCOCC1>[CH2:23]([CH:25]1[CH2:30][CH2:29][CH2:28][CH2:27][N:26]1[N:18]([C:19](=[O:22])[CH3:20])[C:14]1[S:15][C:16]2[C:12](=[CH:11][C:9]3[N:10]=[C:6]([N:5]([N:26]4[CH2:27][CH2:28][CH2:29][CH2:30][CH:25]4[CH2:23][CH3:24])[C:3](=[O:4])[CH3:2])[S:7][C:8]=3[CH:17]=2)[N:13]=1)[CH3:24].[NH2:5][C:6]1[S:7][C:8]2[C:9](=[CH:11][C:12]3[N:13]=[C:14]([N:18]([N:26]4[CH2:27][CH2:28][CH2:29][CH2:30][CH:25]4[CH2:23][CH3:24])[C:19](=[O:22])[CH3:20])[S:15][C:16]=3[CH:17]=2)[N:10]=1. Procedure details: A mixture of 8.0 gm of 2,6-bis-(chloroacetyl-amino)benzo[1,2-d:5,4-d']bisthiazole, 10.0 gm of 2-ethyl-piperidine and 100 ml of dioxane was refluxed for 2 hours. The reaction mixture was worked up as described in Example 16; the compounds (a) (47% of theory, from ethanol), M.P. 201°-203° C., and (b) (37% of theory, from ethanol), M.P. 223°-225° C. were isolated.